From a dataset of the Open Reaction Database (ORD), a public repository of structured organic reaction records. describe an organic reaction: reactants, conditions, products, and yield The reactants are FC=1C(NC(NC1)=O)=O (5-fluorouracil), COC1=C(N)C=CC(=C1)OC (2, 4-dimethoxyaniline), COC1C(CCC(C1)OC)N (2, 4-dimethoxycyclohexylamine), C(=O)(Cl)Cl (phosgene), COC1C(CCC(C1)OC)N=C=O (2, 4-dimethoxycyclohexylisocyanate), [H][H] (hydrogen), [N-]=C=O (isocyanate). Reagents/catalysts: [Ru]=O (ruthenium oxide). Solvent: N1=CC=CC=C1 (pyridine), CO (methanol). Product: COC1C(CCC(C1)OC)NC(=O)N1C(=O)NC(=O)C(=C1)F (1-(2, 4-dimethoxycyclohexylcarbamoyl)-5-fluorouracil). Reaction SMILES: COC1CC(OC)CCC1N.COC1C=C(OC)C=CC=1N.[H][H].C(Cl)(Cl)=O.[CH3:29][O:30][CH:31]1[CH2:36][CH:35]([O:37][CH3:38])[CH2:34][CH2:33][CH:32]1[N:39]=[C:40]=[O:41].[N-]=C=O.[F:45][C:46]1[C:47](=[O:53])[NH:48][C:49](=[O:52])[NH:50][CH:51]=1>[Ru]=O.CO.N1C=CC=CC=1>[CH3:29][O:30][CH:31]1[CH2:36][CH:35]([O:37][CH3:38])[CH2:34][CH2:33][CH:32]1[NH:39][C:40]([N:50]1[CH:51]=[C:46]([F:45])[C:47](=[O:53])[NH:48][C:49]1=[O:52])=[O:41]. Procedure details: The 2, 4-dimethoxycyclohexylamine reduced from 2, 4-dimethoxyaniline by hydrogen at 110 atmospheres over a ruthenium oxide catalyst in methanol was treated with phosgene and 2, 4-dimethoxycyclohexylisocyanate was synthesized. This isocyanate, 9.2 g, was allowed to react with 6.8 g of 5-fluorouracil in 30 ml of pyridine at 90° C. for 2 hr. After evaporating the pyridine, the residue was chromatographed on silica gel and two kinds of isomers, 3.2 and 2.8 g respectively, of 1-(2, 4-dimethoxycyclohe...